From a dataset of the Open Reaction Database (ORD), a public repository of structured organic reaction records. describe an organic reaction: reactants, conditions, products, and yield Starting materials: ClC=1C=C(C=CC1Cl)C1=NC=2N(C(=C1)C(F)F)N=CC2C(=O)O (5-(3,4-dichloro-phenyl)-7-difluoromethyl-pyrazolo[1,5-a]pyrimidine-3-carboxylic acid), S(N)(=O)(=O)C=1C=C(C=CC1)N (3-sulfamoyl-phenylamine). Yields the product S(N)(=O)(=O)C=1C=C(C=CC1)NC(=O)C=1C=NN2C1N=C(C=C2C(F)F)C2=CC(=C(C=C2)Cl)Cl (5-(3,4-Dichloro-phenyl)-7-difluoromethyl-pyrazolo[1,5-a]pyrimidine-3-carboxylic acid(3-sulfamoyl-phenyl)-amide). As a reaction SMILES: [Cl:1][C:2]1[CH:3]=[C:4]([C:9]2[CH:14]=[C:13]([CH:15]([F:17])[F:16])[N:12]3[N:18]=[CH:19][C:20]([C:21](O)=[O:22])=[C:11]3[N:10]=2)[CH:5]=[CH:6][C:7]=1[Cl:8].[S:24]([C:28]1[CH:29]=[C:30]([NH2:34])[CH:31]=[CH:32][CH:33]=1)(=[O:27])(=[O:26])[NH2:25]>>[S:24]([C:28]1[CH:29]=[C:30]([NH:34][C:21]([C:20]2[CH:19]=[N:18][N:12]3[C:13]([CH:15]([F:16])[F:17])=[CH:14][C:9]([C:4]4[CH:5]=[CH:6][C:7]([Cl:8])=[C:2]([Cl:1])[CH:3]=4)=[N:10][C:11]=23)=[O:22])[CH:31]=[CH:32][CH:33]=1)(=[O:26])(=[O:27])[NH2:25]. Reported procedure: The title compound was prepared from 5-(3,4-dichloro-phenyl)-7-difluoromethyl-pyrazolo[1,5-a]pyrimidine-3-carboxylic acid (example C.7) and 3-sulfamoyl-phenylamine [commercially available] according to general procedure II. Yellow solid. MS (ISP) 410.1 [(M−H)−]; mp 306° C. Reactants: OCc1cncc(Br)c1, O=C([O-])[O-], COCCOC, CO, ClCCl, Cn1c(=O)oc2cc(F)c(B3OC(C)(C)C(C)(C)O3)cc21, [Na+], [Na+], c1ccc(P(c2ccccc2)(c2ccccc2)[Pd](P(c2ccccc2)(c2ccccc2)c2ccccc2)(P(c2ccccc2)(c2ccccc2)c2ccccc2)P(c2ccccc2)(c2ccccc2)c2ccccc2)cc1. Product: Cn1c(=O)oc2cc(F)c(-c3cncc(CO)c3)cc21. Reaction SMILES: [Br:22][c:23]1[cH:24][c:25]([CH2:29][OH:30])[cH:26][n:27][cH:28]1.[C:31](=[O:32])([O-:33])[O-:34].[CH3:37][O:38][CH2:39][CH2:40][O:41][CH3:42].[CH3:43][OH:44].[Cl:45][CH2:46][Cl:47].[F:1][c:2]1[cH:3][c:4]2[c:5]([n:6]([CH3:10])[c:7](=[O:9])[o:8]2)[cH:11][c:12]1[B:13]1[O:14][C:15]([CH3:16])([CH3:17])[C:18]([CH3:19])([CH3:20])[O:21]1.[Na+:35].[Na+:36].[cH:48]1[cH:49][cH:50][c:51]([P:52]([Pd:53]([P:54]([c:55]2[cH:56][cH:57][cH:58][cH:59][cH:60]2)([c:61]2[cH:62][cH:63][cH:64][cH:65][cH:66]2)[c:67]2[cH:68][cH:69][cH:70][cH:71][cH:72]2)([P:73]([c:74]2[cH:75][cH:76][cH:77][cH:78][cH:79]2)([c:80]2[cH:81][cH:82][cH:83][cH:84][cH:85]2)[c:86]2[cH:87][cH:88][cH:89][cH:90][cH:91]2)[P:92]([c:93]2[cH:94][cH:95][cH:96][cH:97][cH:98]2)([c:99]2[cH:100][cH:101][cH:102][cH:103][cH:104]2)[c:105]2[cH:106][cH:107][cH:108][cH:109][cH:110]2)([c:111]2[cH:112][cH:113][cH:114][cH:115][cH:116]2)[c:117]2[cH:118][cH:119][cH:120][cH:121][cH:122]2)[cH:123][cH:124]1>>[F:1][c:2]1[cH:3][c:4]2[c:5]([n:6]([CH3:10])[c:7](=[O:9])[o:8]2)[cH:11][c:12]1-[c:23]1[cH:24][c:25]([CH2:29][OH:30])[cH:26][n:27][cH:28]1.